Dataset: the Open Reaction Database (ORD), a public repository of structured organic reaction records. Task: describe an organic reaction: reactants, conditions, products, and yield Starting materials: CC(C)CC(NC(=O)C1CCCN1)C(=O)OCc1ccccc1, CC#N, CCOCC, [Mg+2], N#CBr, O=C([O-])[O-], O. Product: CC(C)CC(NC(=O)C1CCCN1C#N)C(=O)OCc1ccccc1. RXN SMILES: [CH2:10]([c:11]1[cH:12][cH:13][cH:14][cH:15][cH:16]1)[O:17][C:18]([CH:19]([NH:20][C:21]([CH:22]1[NH:23][CH2:24][CH2:25][CH2:26]1)=[O:27])[CH2:28][CH:29]([CH3:30])[CH3:31])=[O:32].[CH3:33][C:34]#[N:35].[CH3:36][CH2:37][O:38][CH2:39][CH3:40].[Mg+2:2].[N:7]#[C:8][Br:9].[O-:3][C:4](=[O:5])[O-:6].[OH2:1]>>[N:7]#[C:8][N:23]1[CH:22]([C:21]([NH:20][CH:19]([C:18]([O:17][CH2:10][c:11]2[cH:12][cH:13][cH:14][cH:15][cH:16]2)=[O:32])[CH2:28][CH:29]([CH3:30])[CH3:31])=[O:27])[CH2:26][CH2:25][CH2:24]1. Starting materials: O1C(=NCC1)C1CC2C3=CC=CC=C3C1C=1C=CC=CC21 (11-(2-oxazolin-2-yl)-9,10-dihydro-9,10-ethanoanthracene), O1CCOCC1 (dioxane), Cl (hydrochloric acid). Conditions: time 2.5 hour. Yields the product Cl.C1=CC=CC=2C3C4=CC=CC=C4C(C12)CC3C(=O)OCCN (β-aminoethyl 9,10-dihydro-9,10-ethanoanthracene-11-carboxylate hydrochloride). RXN SMILES: [O:1]1[CH2:5][CH2:4][N:3]=[C:2]1[CH:6]1[CH:15]2[C:16]3[CH:17]=[CH:18][CH:19]=[CH:20][C:21]=3[CH:8]([C:9]3[C:14]2=[CH:13][CH:12]=[CH:11][CH:10]=3)[CH2:7]1.[O:22]1CCOCC1.[ClH:28]>>[ClH:28].[CH:20]1[C:21]2[CH:8]3[CH2:7][CH:6]([C:2]([O:1][CH2:5][CH2:4][NH2:3])=[O:22])[CH:15]([C:14]4[C:9]3=[CH:10][CH:11]=[CH:12][CH:13]=4)[C:16]=2[CH:17]=[CH:18][CH:19]=1 |f:3.4|. Procedure details: A solution of 11-(2-oxazolin-2-yl)-9,10-dihydro-9,10-ethanoanthracene (4.122 g) in 1.074 N hydrochloric acid (13.9 ml) is allowed to stand at room temperature for 2.5 hours. The reaction mixture is mixed with dioxane to dissolve the precipitate formed and evaporated at room temperature under reduced pressure to remove the solvent. The residue is recrystallized from anhydrous ethanol-ether to give β-aminoethyl 9,10-dihydro-9,10-ethanoanthracene-11-carboxylate hydrochloride 1/2 hydrate (4.641 g) a...